From a dataset of the Open Reaction Database (ORD), a public repository of structured organic reaction records. describe an organic reaction: reactants, conditions, products, and yield RXN SMILES: [Na].[Cl:2][CH2:3][C:4]#[N:5].[NH2:6][C:7]1[CH:15]=[C:14]([Cl:16])[C:13]([CH3:17])=[CH:12][C:8]=1[C:9](O)=[O:10]>CO>[Cl:16][C:14]1[CH:15]=[C:7]2[C:8]([C:9](=[O:10])[NH:5][C:4]([CH2:3][Cl:2])=[N:6]2)=[CH:12][C:13]=1[CH3:17] |^1:0|. Yields the product ClC1=C(C=C2C(NC(=NC2=C1)CCl)=O)C (7-Chloro-2-chloromethyl-6-methyl-3,4-dihydroquinazolin-4-one). Reactants: [Na] (sodium), ClCC#N (Chloroacetonitrile), NC1=C(C(=O)O)C=C(C(=C1)Cl)C (2-amino-4-chloro-5-methylbenzoic acid). Conditions: time 30 minute. Solvent: CO (MeOH), CO (methanol). Procedure: To a flask containing sodium (36 mg) was added anhydrous MeOH (5 ml). Chloroacetonitrile (0.520 g, 6.9 mmol) was then added and the clear solution was stirred at room temperature for 30 min under argon. A solution of 2-amino-4-chloro-5-methylbenzoic acid (1.13 g, 6.0 mmol) in anhydrous methanol (25 ml) was then added with a syringe via a rubber septum. The reaction mixture was stirred at room temperature for 2 hours under argon, then it was fitted with a condenser and placed in an oil bath prehe... Yield: 68.6%. The reactants are C1CCOC1, Cl, COCOc1ccc(-c2csc3[nH]c(=O)c(C#N)c(O)c23)cc1. Product: N#Cc1c(O)c2c(-c3ccc(O)cc3)csc2[nH]c1=O. RXN SMILES: [CH2:25]1[O:26][CH2:27][CH2:28][CH2:29]1.[ClH:24].[OH:1][c:2]1[c:3]2[c:4]([nH:5][c:6](=[O:10])[c:7]1[C:8]#[N:9])[s:11][cH:12][c:13]2-[c:14]1[cH:15][cH:16][c:17]([O:20][CH2:21][O:22][CH3:23])[cH:18][cH:19]1>>[OH:1][c:2]1[c:3]2[c:4]([nH:5][c:6](=[O:10])[c:7]1[C:8]#[N:9])[s:11][cH:12][c:13]2-[c:14]1[cH:15][cH:16][c:17]([OH:20])[cH:18][cH:19]1. Starting materials: CO, CC1(C)OCC(COc2ccc(C#N)cc2)O1, Cl, O. RXN SMILES: [CH3:19][OH:20].[CH3:1][C:2]1([CH3:17])[O:3][CH2:4][CH:5]([CH2:7][O:8][c:9]2[cH:10][cH:11][c:12]([C:15]#[N:16])[cH:13][cH:14]2)[O:6]1.[ClH:18].[OH2:21]>>[OH:3][CH2:4][CH:5]([OH:6])[CH2:7][O:8][c:9]1[cH:10][cH:11][c:12]([C:15]#[N:16])[cH:13][cH:14]1. The product is N#Cc1ccc(OCC(O)CO)cc1. The reactants are COC(=O)Cc1ccc2c(c1)OCO2, ClCCCl, O=C(O)c1ccc([N+](=O)[O-])cc1Cl, O=P12OP3(=O)OP(=O)(O1)OP(=O)(O2)O3. The product is COC(=O)Cc1cc2c(cc1C(=O)c1ccc([N+](=O)[O-])cc1Cl)OCO2. Reaction SMILES: [CH2:1]1[O:2][c:3]2[cH:4][c:5]([CH2:10][C:11](=[O:12])[O:13][CH3:14])[cH:6][cH:7][c:8]2[O:9]1.[CH2:42]([Cl:43])[CH2:44][Cl:45].[Cl:15][c:16]1[c:17]([C:18](=[O:19])[OH:20])[cH:21][cH:22][c:23]([N+:25](=[O:26])[O-:27])[cH:24]1.[O:28]=[P:29]12[O:30][P:31]3(=[O:41])[O:32][P:33](=[O:39])([O:34][P:35](=[O:38])([O:36]3)[O:37]1)[O:40]2>>[CH2:1]1[O:2][c:3]2[cH:4][c:5]([CH2:10][C:11](=[O:12])[O:13][CH3:14])[c:6]([C:18]([c:17]3[c:16]([Cl:15])[cH:24][c:23]([N+:25](=[O:26])[O-:27])[cH:22][cH:21]3)=[O:19])[cH:7][c:8]2[O:9]1. Yield: 250.3%. As a reaction SMILES: [Br:1][C:2]1[CH:10]=[C:6]([C:7]([NH2:9])=[O:8])[C:5]([OH:11])=[CH:4][CH:3]=1.[C:12]([N:19]1[CH2:24][CH2:23][C:22](=O)[CH2:21][CH2:20]1)([O:14][C:15]([CH3:18])([CH3:17])[CH3:16])=[O:13].N1CCCC1>>[C:15]([O:14][C:12]([N:19]1[CH2:24][CH2:23][C:22]2([NH:9][C:7](=[O:8])[C:6]3[CH:10]=[C:2]([Br:1])[CH:3]=[CH:4][C:5]=3[O:11]2)[CH2:21][CH2:20]1)=[O:13])([CH3:18])([CH3:16])[CH3:17]. Product: C(C)(C)(C)OC(=O)N1CCC2(CC1)OC1=C(C(N2)=O)C=C(C=C1)Br (6-bromo-3,4-dihydro-4-oxo-spiro[2H-(1,3)-benzoxazine-2,4′-piperidin]-1′-carboxylic acid tert-butyl ester). The reactants are BrC1=CC=C(C(C(=O)N)=C1)O (5-bromo salicylamide), C(=O)(OC(C)(C)C)N1CCC(CC1)=O (N-Boc-piperidin-4-one), N1CCCC1 (pyrrolidine), C(=O)(OC(C)(C)C)N1CCC(CC1)=O (N-Boc-piperidin-4-one). Procedure: Three batches of 5-bromo salicylamide (5.00 g each, 23.1 mmol), N-Boc-piperidin-4-one (3.45 g, 17.3 mmol) and pyrrolidine (1.64 g, 23.1 mmol) were heated in different flasks at 72° C. under MW irradiation for 1 h. Further N-Boc-piperidin-4-one (3.45 g, 17.3 mmol) was added and the mixtures were heated for 1 h at 72° C. The resulting precipitates were collected by filtration and washed with MeOH to give 6-bromo-3,4-dihydro-4-oxo-spiro[2H-(1,3)-benzoxazine-2,4′-piperidin]-1′-carboxylic acid tert-b... Conditions: temperature 72 celsius.